From a dataset of the Open Reaction Database (ORD), a public repository of structured organic reaction records. describe an organic reaction: reactants, conditions, products, and yield Starting materials: C(C)(=O)O[BH-](OC(C)=O)OC(C)=O.[Na+] (sodium triacetoxyborohydride), C(=O)(O)[O-].[Na+] (NaHCO3), amine, C(C)OCC (ethyl ether), Cl.N[C@H](C(=O)NC(C)(C)C)CC1=CC=C(C=C1)OCC1=CC=CC=C1 ((S)-2-Amino-3-(4-benzyloxy-phenyl)-N-tert-butyl-propionamide monohydrochloride), C(CC(C)C)=O (isovaleraldehyde), Cl (HCl). The solvent is C(Cl)Cl (CH2Cl2), hexanes, CCOC(=O)C (EtOAc). Reaction conditions: time 30 minute. Product: Cl.C(C1=CC=CC=C1)OC1=CC=C(C=C1)C[C@@H](C(=O)NC(C)(C)C)N(CCC(C)C)CCC(C)C ((S)-3-(4-Benzyloxy-phenyl)-2-[bis-(3-methyl-butyl)-amino]-N-tert-butyl-propionamide monohydrochloride). Isolated yield 10.0%. Reaction SMILES: [ClH:1].[NH2:2][C@@H:3]([CH2:11][C:12]1[CH:17]=[CH:16][C:15]([O:18][CH2:19][C:20]2[CH:25]=[CH:24][CH:23]=[CH:22][CH:21]=2)=[CH:14][CH:13]=1)[C:4]([NH:6][C:7]([CH3:10])([CH3:9])[CH3:8])=[O:5].[CH:26](=O)[CH2:27][CH:28]([CH3:30])[CH3:29].C(O[BH-](O[C:42](=O)[CH3:43])OC(=O)C)(=O)C.[Na+].[C:46]([O-])(O)=O.[Na+].Cl.[CH2:52](OCC)[CH3:53]>C(Cl)Cl.CCOC(C)=O>[ClH:1].[CH2:19]([O:18][C:15]1[CH:14]=[CH:13][C:12]([CH2:11][C@H:3]([N:2]([CH2:52][CH2:53][CH:42]([CH3:43])[CH3:46])[CH2:26][CH2:27][CH:28]([CH3:30])[CH3:29])[C:4]([NH:6][C:7]([CH3:8])([CH3:10])[CH3:9])=[O:5])=[CH:17][CH:16]=1)[C:20]1[CH:25]=[CH:24][CH:23]=[CH:22][CH:21]=1 |f:0.1,3.4,5.6,11.12|. Reported procedure: (S)-2-Amino-3-(4-benzyloxy-phenyl)-N-tert-butyl-propionamide monohydrochloride (5.0 g, 14 mmol, Example 2, Step A) and isovaleraldehyde (1.5 mL, 14 mmol, Aldrich, Milwaukee, Wis.) were mixed in CH2Cl2 (70 mL). After stirring at ambient temperature under a nitrogen atmosphere for 30 minutes, the solution was cooled to 0° C. in an ice-water bath. To this solution was added sodium triacetoxyborohydride (4.4 g, 21 mmol). The resulting reaction mixture was stirred for 30 minutes at 0° C., followed by... Reactants: [N+](=O)(OCCC(C)C)[O-] (3-Methylbutyl nitrate), NC=1C(=NSC1C(=O)OCC)C1=CC(=C(C=C1)OC)C#N (ethyl 4-amino-3-(3-cyano-4-methoxyphenyl)isothiazole-5-carboxylate). The solvent is O1CCCC1 (tetrahydrofuran). Yields the product C(#N)C=1C=C(C=CC1OC)C1=NSC(=C1)C(=O)OCC (ethyl 3-(3-cyano-4-methoxyphenyl)isothiazole-5-carboxylate). RXN SMILES: [N+]([O-])(OCCC(C)C)=O.N[C:11]1[C:12]([C:21]2[CH:26]=[CH:25][C:24]([O:27][CH3:28])=[C:23]([C:29]#[N:30])[CH:22]=2)=[N:13][S:14][C:15]=1[C:16]([O:18][CH2:19][CH3:20])=[O:17]>O1CCCC1>[C:29]([C:23]1[CH:22]=[C:21]([C:12]2[CH:11]=[C:15]([C:16]([O:18][CH2:19][CH3:20])=[O:17])[S:14][N:13]=2)[CH:26]=[CH:25][C:24]=1[O:27][CH3:28])#[N:30]. Procedure: 3-Methylbutyl nitrate was dissolved in a tetrahydrofuran solution of ethyl 4-amino-3-(3-cyano-4-methoxyphenyl)isothiazole-5-carboxylate, followed by heating under reflux for 5 hours to obtain ethyl 3-(3-cyano-4-methoxyphenyl)isothiazole-5-carboxylate. AP: 311.